This data is from the Open Reaction Database (ORD), a public repository of structured organic reaction records. The task is: describe an organic reaction: reactants, conditions, products, and yield Reactants: C(C)OC(C)=O (ethylacetate), C(C)OC1=C(C(=O)OCC)C(=CC=C1)CCCCCCCCCCCCCCC (Ethyl 2-ethoxy-6-pentadecyl-benzoate), [H-].[Al+3].[Li+].[H-].[H-].[H-] (lithium aluminum hydride), [H-].[Al+3].[Li+].[H-].[H-].[H-] (lithium aluminium hydride), Cl (HCl). The solvent is CCCCCC.CCOC(=O)C (hexane EtOAc), O1CCCC1 (tetrahydrofuran). Yields the product C(C)OC1=C(CO)C(=CC=C1)CCCCCCCCCCCCCCC (2-ethoxy-6-pentadecyl-benzyl alcohol). As a reaction SMILES: [CH2:1]([O:3][C:4]1[CH:14]=[CH:13][CH:12]=[C:11]([CH2:15][CH2:16][CH2:17][CH2:18][CH2:19][CH2:20][CH2:21][CH2:22][CH2:23][CH2:24][CH2:25][CH2:26][CH2:27][CH2:28][CH3:29])[C:5]=1[C:6](OCC)=[O:7])[CH3:2].[H-].[Al+3].[Li+].[H-].[H-].[H-].C(OC(=O)C)C.Cl>O1CCCC1.CCCCCC.CCOC(C)=O>[CH2:1]([O:3][C:4]1[CH:14]=[CH:13][CH:12]=[C:11]([CH2:15][CH2:16][CH2:17][CH2:18][CH2:19][CH2:20][CH2:21][CH2:22][CH2:23][CH2:24][CH2:25][CH2:26][CH2:27][CH2:28][CH3:29])[C:5]=1[CH2:6][OH:7])[CH3:2] |f:1.2.3.4.5.6,10.11|. Reported procedure: Ethyl 2-ethoxy-6-pentadecyl-benzoate (10.9 g, 27 mmol) was dissolved in dry tetrahydrofuran (60 mL). This solution was transferred to dry 250 mL three neck round bottom flask fitted with reflux condenser, mechanical stirrer and it was maintained under nitrogen atmosphere through out the reaction. To this lithium aluminum hydride (2.04 g, 54 mmol) was added slowly. Reaction was highly exothermic. After addition the solution was slowly brought to the reflux temperature and maintained at that tempe...